Dataset: the Open Reaction Database (ORD), a public repository of structured organic reaction records. Task: describe an organic reaction: reactants, conditions, products, and yield Reactants: CC1(C)OC(=C2C(=O)Nc3cc(F)ccc32)C=C1Br, O=C([O-])[O-], C1COCCO1, COC(=O)c1ccc(B(O)O)cc1, [Na+], [Na+], O, Cl[Pd]Cl, c1ccc(P(c2ccccc2)c2ccccc2)cc1, c1ccc(P(c2ccccc2)c2ccccc2)cc1. Product: COC(=O)c1ccc(C2=CC(=C3C(=O)Nc4cc(F)ccc43)OC2(C)C)cc1. As a reaction SMILES: [Br:7][C:8]1=[CH:9][C:10](=[C:15]2[C:16](=[O:25])[NH:17][c:18]3[cH:19][c:20]([F:24])[cH:21][cH:22][c:23]32)[O:11][C:12]1([CH3:13])[CH3:14].[C:39](=[O:40])([O-:41])[O-:42].[CH2:1]1[O:2][CH2:3][CH2:4][O:5][CH2:6]1.[CH3:26][O:27][C:28](=[O:29])[c:30]1[cH:31][cH:32][c:33]([B:36]([OH:37])[OH:38])[cH:34][cH:35]1.[Na+:43].[Na+:44].[OH2:86].[Pd:45]([Cl:46])[Cl:47].[c:48]1([P:49]([c:50]2[cH:51][cH:52][cH:53][cH:54][cH:55]2)[c:56]2[cH:57][cH:58][cH:59][cH:60][cH:61]2)[cH:62][cH:63][cH:64][cH:65][cH:66]1.[c:67]1([P:68]([c:69]2[cH:70][cH:71][cH:72][cH:73][cH:74]2)[c:75]2[cH:76][cH:77][cH:78][cH:79][cH:80]2)[cH:81][cH:82][cH:83][cH:84][cH:85]1>>[C:8]1([c:33]2[cH:32][cH:31][c:30]([C:28]([O:27][CH3:26])=[O:29])[cH:35][cH:34]2)=[CH:9][C:10](=[C:15]2[C:16](=[O:25])[NH:17][c:18]3[cH:19][c:20]([F:24])[cH:21][cH:22][c:23]32)[O:11][C:12]1([CH3:13])[CH3:14]. The reactants are C(C)OC(=O)C=1OC2=C(C(C1)=O)C=C(C(=C2)NS(=O)(=O)C)OC2=CC=CC=C2 (2-ethoxycarbonyl-7-methylsulfonylamino-6-phenoxy-4H-1-benzopyran-4-one), Cl (hydrochloric acid), O (water). Solvent: C(C)(=O)O (acetic acid). The product is C(=O)(O)C=1OC2=C(C(C1)=O)C=C(C(=C2)NS(=O)(=O)C)OC2=CC=CC=C2 (2-carboxy-7-methylsulfonylamino-6-phenoxy-4H-1-benzopyran-4-one). Yield: 92.1%. Reaction SMILES: C([O:3][C:4]([C:6]1[O:7][C:8]2[CH:16]=[C:15]([NH:17][S:18]([CH3:21])(=[O:20])=[O:19])[C:14]([O:22][C:23]3[CH:28]=[CH:27][CH:26]=[CH:25][CH:24]=3)=[CH:13][C:9]=2[C:10](=[O:12])[CH:11]=1)=[O:5])C.Cl.O>C(O)(=O)C>[C:4]([C:6]1[O:7][C:8]2[CH:16]=[C:15]([NH:17][S:18]([CH3:21])(=[O:20])=[O:19])[C:14]([O:22][C:23]3[CH:28]=[CH:27][CH:26]=[CH:25][CH:24]=3)=[CH:13][C:9]=2[C:10](=[O:12])[CH:11]=1)([OH:5])=[O:3]. Procedure: 3.5 g of 2-ethoxycarbonyl-7-methylsulfonylamino-6-phenoxy-4H-1-benzopyran-4-one was suspended in 30 ml of acetic acid. Thereto was added 20 ml of concentrated hydrochloric acid. The mixture was refluxed for 1 hour. To the reaction mixture was added 100 ml of water. The resulting crystal was collected by filtration and then recrystallized from ethanol to obtain 3.0 g (yield: 91%) of 2-carboxy-7-methylsulfonylamino-6-phenoxy-4H-1-benzopyran-4-one having a melting point of >250° C.